describe an organic reaction: reactants, conditions, products, and yield From a dataset of the Open Reaction Database (ORD), a public repository of structured organic reaction records. Starting materials: C(OCC)([O-])[O-] (ethyl orthoformate), FC1=C(C(=O)CC(=O)OCC)C=C(C(=C1)N1C=CC=C1)F (ethyl 2,5-difluoro-4-(pyrrol-1-yl)benzoylacetate), C1(CC1)N (cyclopropylamine). The solvent is C(C)(=O)OC(C)=O (acetic anhydride). Reaction conditions: time 1 hour. Yields the product C1(CC1)NC=C(C(=O)OCC)C(C1=C(C=C(C(=C1)F)N1C=CC=C1)F)=O (ethyl 3-cyclopropylamino-2-(2,5-difluoro-4-pyrrol-1-ylbenzoyl)acrylate). Yield: 36.1%. Reaction SMILES: [CH:1]([O-:6])([O-])[O:2][CH2:3][CH3:4].[F:7][C:8]1[CH:21]=[C:20]([N:22]2[CH:26]=[CH:25][CH:24]=[CH:23]2)[C:19]([F:27])=[CH:18][C:9]=1[C:10]([CH2:12][C:13](OCC)=O)=[O:11].[CH:28]1([NH2:31])[CH2:30][CH2:29]1>C(OC(=O)C)(=O)C>[CH:28]1([NH:31][CH:13]=[C:12]([C:10](=[O:11])[C:9]2[CH:18]=[C:19]([F:27])[C:20]([N:22]3[CH:23]=[CH:24][CH:25]=[CH:26]3)=[CH:21][C:8]=2[F:7])[C:1]([O:2][CH2:3][CH3:4])=[O:6])[CH2:30][CH2:29]1. Procedure: 1 g (0.0068 mol) of ethyl orthoformate is added to a solution of 1.1 g (0.00315 mol) of ethyl 2,5-difluoro-4-(pyrrol-1-yl)benzoylacetate in 3 ml of acetic anhydride and the mixture is refluxed for 3 hours. It is evaporated to dryness, the residue is dissolved in 10 ml of ethanol, 0.3 ml (0.0034 mol) of cyclopropylamine is added and the mixture is left at room temperature for 1 hour. It is evaporated to dryness and the oily residue is extracted with 3×30 ml of boiling hexane. The hexane fractions... The reactants are BrCCCBr (1,3-dibromopropane), N1CCCC1 (pyrrolidine). Run at time 8 hour. The product is [Br-].C1CC[N+]12CCCC2 (4-azoniaspiro[3,4]octane bromide). As a reaction SMILES: [Br:1][CH2:2][CH2:3][CH2:4]Br.[NH:6]1[CH2:10][CH2:9][CH2:8][CH2:7]1>>[Br-:1].[CH2:2]1[N+:6]2([CH2:10][CH2:9][CH2:8][CH2:7]2)[CH2:4][CH2:3]1 |f:2.3|. Procedure details: 1,3-dibromopropane (287 ml) was heated to 45° C. and pyrrolidine (23.4 ml) added over 4 hours. The mixture was then cooled to room temperature and evaporated to dryness on a is rotary evaporator. To the residual oil was added water (200 ml) and the small organic lower layer separated. The solution was washed with dichloromethane (20 ml). The aqueous layer was basified by the addition of potassium carbonate (42.8 g) and extracted with dichloromethane (2×80 ml). The combined organic extracts were ...